The task is: describe an organic reaction: reactants, conditions, products, and yield. This data is from the Open Reaction Database (ORD), a public repository of structured organic reaction records. Reactants: C(C)OC(N\C(=C/C#N)\C1=C(C=C(C=C1)F)Cl)=O (Ethyl[(Z)-1-(2-chloro-4-fluorophenyl)-2-cyanoethenyl]carbamate), CC(C)N1CCC(CC1)C(=O)NN (1-(Propan-2-yl)piperidine-4-carbohydrazide), O (water). Run in CN1C(CCC1)=O (N-methylpyrrolidone). Conditions: temperature 160 celsius, time 3 hour. The product is ClC1=C(C=CC(=C1)F)C1=CC=2N(C(N1)=O)N=C(N2)C2CCN(CC2)C(C)C (7-(2-Chloro-4-fluorophenyl)-2-[1-(propan-2-yl)piperidin-4-yl][1,2,4]triazolo[1,5-c]pyrimidin-5(6H)-one). As a reaction SMILES: C([O:3][C:4](=O)[NH:5]/[C:6](/[C:10]1[CH:15]=[CH:14][C:13]([F:16])=[CH:12][C:11]=1[Cl:17])=[CH:7]\[C:8]#[N:9])C.[CH3:19][CH:20]([N:22]1[CH2:27][CH2:26][CH:25]([C:28]([NH:30][NH2:31])=O)[CH2:24][CH2:23]1)[CH3:21].O>CN1CCCC1=O>[Cl:17][C:11]1[CH:12]=[C:13]([F:16])[CH:14]=[CH:15][C:10]=1[C:6]1[NH:5][C:4](=[O:3])[N:31]2[N:30]=[C:28]([CH:25]3[CH2:26][CH2:27][N:22]([CH:20]([CH3:21])[CH3:19])[CH2:23][CH2:24]3)[N:9]=[C:8]2[CH:7]=1. Procedure details: 1.5 g (5.14 mmol) of ethyl[(Z)-1-(2-chloro-4-fluorophenyl)-2-cyanoethenyl]carbamate (Example 36A) and 952 mg (5.14 mmol) of 1-(propan-2-yl)piperidine-4-carbohydrazide (Example 38A) were dissolved in 27 ml of N-methylpyrrolidone, and the mixture was stirred under argon at an oil bath temperature of 160° C. in a flask with fitted calcium chloride drying tube for 3 h. The reaction mixture was cooled to RT, water (50 ml) was added and the mixture was stirred for 15 min. The resulting precipitate was...